Dataset: the Open Reaction Database (ORD), a public repository of structured organic reaction records. Task: describe an organic reaction: reactants, conditions, products, and yield Product: CC(C)CCCCCCCCCCCCCNc1ccc(C(=O)O)cc1. Reactants: CCOC(=O)c1ccc(NCCCCCCCCCCCCCC(C)C)cc1, CCO, Cl, [K+], [OH-], O. As a reaction SMILES: [CH3:1][CH:2]([CH2:3][CH2:4][CH2:5][CH2:6][CH2:7][CH2:8][CH2:9][CH2:10][CH2:11][CH2:12][CH2:13][CH2:14][CH2:15][NH:16][c:17]1[cH:18][cH:19][c:20]([C:21](=[O:22])[O:23][CH2:24][CH3:25])[cH:26][cH:27]1)[CH3:28].[CH3:31][CH2:32][OH:33].[ClH:34].[K+:30].[OH-:29].[OH2:35]>>[CH3:1][CH:2]([CH2:3][CH2:4][CH2:5][CH2:6][CH2:7][CH2:8][CH2:9][CH2:10][CH2:11][CH2:12][CH2:13][CH2:14][CH2:15][NH:16][c:17]1[cH:18][cH:19][c:20]([C:21](=[O:22])[OH:23])[cH:26][cH:27]1)[CH3:28]. Starting materials: COC(=O)CCC1(CCC(=O)OC)CCN(C(=O)OC(C)(C)C)CC1, C1CCOC1, CC(C)(C)[O-], [K+]. The product is COC(=O)C1CC2(CCC1=O)CCN(C(=O)OC(C)(C)C)CC2. As a reaction SMILES: [C:1]([CH3:2])([CH3:3])([CH3:4])[O:5][C:6](=[O:7])[N:8]1[CH2:9][CH2:10][C:11]([CH2:14][CH2:15][C:16](=[O:17])[O:18][CH3:19])([CH2:20][CH2:21][C:22](=[O:23])[O:24][CH3:25])[CH2:12][CH2:13]1.[CH2:32]1[O:33][CH2:34][CH2:35][CH2:36]1.[CH3:26][C:27]([CH3:28])([O-:29])[CH3:30].[K+:31]>>[C:1]([CH3:2])([CH3:3])([CH3:4])[O:5][C:6](=[O:7])[N:8]1[CH2:9][CH2:10][C:11]2([CH2:12][CH2:13]1)[CH2:14][CH:15]([C:16](=[O:17])[O:18][CH3:19])[C:22](=[O:23])[CH2:21][CH2:20]2. The reactants are N#N (N2), CC=1[C@H]2[C@@H]3CC[C@H]([C@@H](CCC(=O)OC)C)[C@]3(CC[C@@H]2[C@]2(CCC(C=C2C1)=O)C)C (methyl 7-methyl-3-oxochola-4,6-dien-24-oate), 1,8diazobicyclo-[5.4.0]undec-7-ene, C1=CCCCC1 (cyclohexene). The reagents and catalysts are [Pd] (palladium on carbon). The solvent is C(C)O (ethanol). The product is C[C@@H]1[C@H]2[C@@H]3CC[C@H]([C@@H](CCC(=O)OC)C)[C@]3(CC[C@@H]2[C@]2(CCC(C=C2C1)=O)C)C (methyl 7β-methyl-3-oxo-chol-4-en-24-oate). As a reaction SMILES: [CH3:1][C:2]1[C@@H:3]2[C@@H:19]([C@:20]3([CH3:28])[C:25]([CH:26]=1)=[CH:24][C:23](=[O:27])[CH2:22][CH2:21]3)[CH2:18][CH2:17][C@@:16]1([CH3:29])[C@H:4]2[CH2:5][CH2:6][C@@H:7]1[C@H:8]([CH3:15])[CH2:9][CH2:10][C:11]([O:13][CH3:14])=[O:12].C1CCCCC=1.N#N>[Pd].C(O)C>[CH3:1][C@H:2]1[CH2:26][C:25]2[C@:20]([CH3:28])([CH2:21][CH2:22][C:23](=[O:27])[CH:24]=2)[C@@H:19]2[C@@H:3]1[C@H:4]1[C@:16]([CH3:29])([CH2:17][CH2:18]2)[C@@H:7]([C@H:8]([CH3:15])[CH2:9][CH2:10][C:11]([O:13][CH3:14])=[O:12])[CH2:6][CH2:5]1. Procedure details: A mixture of methyl 7-methyl-3-oxochola-4,6-dien-24-oate (9) (0.62 g, 1.56 mmoles), 5% palladium on carbon (72 mg), 1,8diazobicyclo-[5.4.0]undec-7-ene (15 gl), cyclohexene (4.9 ml) and ethanol (3.6 ml) was heated under reflux in an N2 for 6 hrs. The cooled mixture was filtered, and the catalyst washed with ethanol (4 times). The combined filtrate and washes were evaporated in vacuo. The residue was dissolved in EtOAc (30 ml), washed with 0.5M HCl, H2O, saturated brine and dried (MgSO4). Evaporat... Reactants: O=C(NC1CN(C(=O)NS(=O)(=O)Nc2cc(O)c(O)cc2C(=O)O)C1=O)OCc1ccccc1, O=C(O)C(F)(F)F, CSc1ccccc1. Product: NC1CN(C(=O)NS(=O)(=O)Nc2cc(O)c(O)cc2C(=O)O)C1=O. Reaction SMILES: [OH:1][c:2]1[cH:3][c:4]([NH:12][S:13](=[O:14])(=[O:15])[NH:16][C:17](=[O:18])[N:19]2[C:20](=[O:34])[CH:21]([NH:23][C:24]([O:25][CH2:26][c:27]3[cH:28][cH:29][cH:30][cH:31][cH:32]3)=[O:33])[CH2:22]2)[c:5]([C:6](=[O:7])[OH:8])[cH:9][c:10]1[OH:11].[OH:43][C:44]([C:45]([F:46])([F:47])[F:48])=[O:49].[c:35]1([S:36][CH3:37])[cH:38][cH:39][cH:40][cH:41][cH:42]1>>[OH:1][c:2]1[cH:3][c:4]([NH:12][S:13](=[O:14])(=[O:15])[NH:16][C:17](=[O:18])[N:19]2[C:20](=[O:34])[CH:21]([NH2:23])[CH2:22]2)[c:5]([C:6](=[O:7])[OH:8])[cH:9][c:10]1[OH:11]. The reactants are C(C)(C)(C)C=1N=C(C2=C(N1)N(N=N2)CC)N2CC(CC2)(F)F (5-tert-Butyl-7-(3,3-difluoro-pyrrolidin-1-yl)-3-ethyl-3H-[1,2,3]triazolo[4,5-d]pyrimidine), C(C)(C)(C)C=1N=C(C2=C(N1)NN=N2)N2CC(CC2)(F)F (5-tert-butyl-7-(3,3-difluoropyrrolidin-1-yl)-3H-[1,2,3]triazolo[4,5-d]pyrimidine), BrCC1=C(C=C(C=C1)F)Cl (1-(bromomethyl)-2-chloro-4-fluorobenzene). The product is C(C)(C)(C)C=1N=C(C2=C(N1)N(N=N2)CC2=C(C=C(C=C2)F)Cl)N2CC(CC2)(F)F (5-tert-Butyl-3-(2-chloro-4-fluoro-benzyl)-7-(3,3-difluoro-pyrrolidin-1-yl)-3H-[1,2,3]triazolo[4,5-d]pyrimidine), gum. Yield: 33.0%. As a reaction SMILES: [C:1]([C:5]1[N:6]=[C:7]([N:16]2[CH2:20][CH2:19][C:18]([F:22])([F:21])[CH2:17]2)[C:8]2[N:13]=[N:12][N:11]([CH2:14][CH3:15])[C:9]=2[N:10]=1)([CH3:4])([CH3:3])[CH3:2].C(C1N=C(N2CCC(F)(F)C2)C2N=NNC=2N=1)(C)(C)C.BrCC1[CH:50]=[CH:49][C:48]([F:51])=[CH:47][C:46]=1[Cl:52]>>[C:1]([C:5]1[N:6]=[C:7]([N:16]2[CH2:20][CH2:19][C:18]([F:21])([F:22])[CH2:17]2)[C:8]2[N:13]=[N:12][N:11]([CH2:14][C:15]3[CH:50]=[CH:49][C:48]([F:51])=[CH:47][C:46]=3[Cl:52])[C:9]=2[N:10]=1)([CH3:2])([CH3:3])[CH3:4]. Procedure details: In analogy to the procedure described for the synthesis of 5-tert-butyl-7-(3,3-difluoro-pyrrolidin-1-yl)-3-ethyl-3H-[1,2,3]triazolo[4,5-d]pyrimidine (example 61), the title compound was prepared from 5-tert-butyl-7-(3,3-difluoropyrrolidin-1-yl)-3H-[1,2,3]triazolo[4,5-d]pyrimidine and 1-(bromomethyl)-2-chloro-4-fluorobenzene and isolated as colorless gum (5.8 mg, 33%). MS (m/e): 425.4 (MH+).